describe an organic reaction: reactants, conditions, products, and yield From a dataset of the Open Reaction Database (ORD), a public repository of structured organic reaction records. The reactants are [O-]OB([O-])[O-], CCOC(=O)C1=C(S)CCC(C)(C)C1, CC(=O)O, [Na+], [Na+], [Na+], O, O, O, O. Product: CCOC(=O)C1=C(S(=O)(=O)O)CCC(C)(C)C1. RXN SMILES: [B:5]([O:6][O-:7])([O-:8])[O-:9].[CH3:13][C:14]1([CH3:26])[CH2:15][CH2:16][C:17]([SH:25])=[C:18]([C:20](=[O:21])[O:22][CH2:23][CH3:24])[CH2:19]1.[CH3:27][C:28](=[O:29])[OH:30].[Na+:10].[Na+:11].[Na+:12].[OH2:1].[OH2:2].[OH2:3].[OH2:4]>>[O:1]=[S:25](=[O:2])([OH:3])[C:17]1=[C:18]([C:20](=[O:21])[O:22][CH2:23][CH3:24])[CH2:19][C:14]([CH3:13])([CH3:26])[CH2:15][CH2:16]1.